Dataset: the Open Reaction Database (ORD), a public repository of structured organic reaction records. Task: describe an organic reaction: reactants, conditions, products, and yield Reactants: ClC=1C=CC2=C(C(=NCC(CN2C)O)C2=CC=CC=C2)C1 (8-chloro-1-methyl-3-hydroxy-6-phenyl-1,2,3,4-tetrahydro-1,5-benzodiazocine), S(=O)(Cl)Cl (thionylchloride). Reagents/catalysts: C(C)N(CC)CC (triethylamine). Solvent: C1=CC=CC=C1 (benzene). The product is Cl.ClC=1C=CC2=C(C(=NCC(N2C)CCl)C2=CC=CC=C2)C1 (7-chloro-1-methyl-2-chloromethyl-5-phenyl-2,3-dihydro-1H-1,4-benzodiazepine hydrochloride). As a reaction SMILES: [Cl:1][C:2]1[CH:3]=[CH:4][C:5]2[N:12]([CH3:13])[CH2:11][CH:10](O)[CH2:9][N:8]=[C:7]([C:15]3[CH:20]=[CH:19][CH:18]=[CH:17][CH:16]=3)[C:6]=2[CH:21]=1.S(Cl)([Cl:24])=O>C1C=CC=CC=1.C(N(CC)CC)C>[ClH:1].[Cl:1][C:2]1[CH:3]=[CH:4][C:5]2[N:12]([CH3:13])[CH:11]([CH2:10][Cl:24])[CH2:9][N:8]=[C:7]([C:15]3[CH:16]=[CH:17][CH:18]=[CH:19][CH:20]=3)[C:6]=2[CH:21]=1 |f:4.5|. Reported procedure: A solution of 1 g of 8-chloro-1-methyl-3-hydroxy-6-phenyl-1,2,3,4-tetrahydro-1,5-benzodiazocine in 50 ml benzene was heated under reflux for 1 hour with 1 ml thionylchloride. The solution was reacted with a few drops of triethylamine, washed with water and concentrated by evaporation to dryness in a vacuum. The residue was dissolved in isopropanol and reacted with an ether solution of hydrogen chloride. There was obtained 7-chloro-1-methyl-2-chloromethyl-5-phenyl-2,3-dihydro-1H-1,4-benzodiazepin... Reactants: S(=O)(=O)(Cl)Cl (Sulfuryl chloride), C(Cl)Cl (methylene chloride), S1C(=CC=C1)C=1C=NC=CC1 (3-thiophen-2-yl-pyridine), [Li]CCCC (n-BuLi), solution. The solvent is C1CCOC1 (THF), hexanes. Reaction conditions: time 15 minute. The product is N1=CC(=CC=C1)C1=CC=C(S1)S(=O)(=O)Cl (5-Pyridin-3-yl-thiophene-2-sulfonyl choride). The yield is 79.1%. As a reaction SMILES: [S:1]1[CH:5]=[CH:4][CH:3]=[C:2]1[C:6]1[CH:7]=[N:8][CH:9]=[CH:10][CH:11]=1.[Li]CCCC.[S:17](Cl)([Cl:20])(=[O:19])=[O:18].C(Cl)Cl>C1COCC1>[N:8]1[CH:9]=[CH:10][CH:11]=[C:6]([C:2]2[S:1][C:5]([S:17]([Cl:20])(=[O:19])=[O:18])=[CH:4][CH:3]=2)[CH:7]=1. Procedure: To a solution of 3-thiophen-2-yl-pyridine (0.355 g, 2.20 mmol) in 15 mL of THF at -78° C. is added n-BuLi (1.44 mL of a 1.6M solution in hexanes, 2.31 mmol). After stirring for 15 min, SO2 gas is bubbled through the solution for 30 min. The solution is then allowed to warm to room temperature and stirred overnight. The solution is concentrated to dryness and the resulting solid is suspended in 20 mL of hexane. Sulfuryl chloride (0.185 mL, 2.31 mmol) is added and the reaction mixture is stirred f...